From a dataset of the Open Reaction Database (ORD), a public repository of structured organic reaction records. describe an organic reaction: reactants, conditions, products, and yield Reaction SMILES: C([Li])CCC.C1([SiH3])C=CC=CC=1.[CH3:13][O:14][C:15]1[CH:16]=[C:17]2[C:22](=[CH:23][CH:24]=1)[C:21]([CH3:25])=[CH:20][CH2:19][CH2:18]2.[H][H]>C1COCC1>[CH3:13][O:14][C:15]1[CH:16]=[C:17]2[C:22](=[CH:23][CH:24]=1)[CH:21]([CH3:25])[CH2:20][CH2:19][CH2:18]2. The product is COC=1C=C2CCCC(C2=CC1)C (6-methoxy-1-methyl-1,2,3,4-tetrahydronaphthalene). Reaction conditions: temperature 0 celsius, time 10 minute. Yield: 70.3%. Reported procedure: In a dry sealable Schlenk flask under an argon atmosphere 0.0592 g (0.099 mmol) (S,S)-ethylene-1,2-bis(η5 -4,5,6,7-tetrahydro- 1-indenyl)titanium (S)-1,1'-binaphth-2,2'-diolate was dissolved in THF (10 mL). The vessel was degassed by exposure to vacuum (2 x ~10 sec), put under an atmosphere of hydrogen and subsequently cooled to 0° C. in an ice water bath. After equilibration, a solution of n-butyllithium (0.122 mL, 1.58M in hexanes, 0.193 mmol, 1.95 equiv) was added and the mixture was allowed ... Run in C1CCOC1 (THF). The reactants are (S,S)-ethylene-1,2, titanium (S)-1,1'-binaphth-2,2'-diolate, C1(=CC=CC=C1)[SiH3] (Phenylsilane), COC=1C=C2CCC=C(C2=CC1)C (6-methoxy-1-methyl-3,4-dihydronaphthalene), C(CCC)[Li] (n-butyllithium), [H][H] (hydrogen). The reactants are FC1=C(CNCC)C=CC=C1 (N-(2-Fluorobenzyl) ethanamine), CN(C)C(=[N+](C)C)ON1C2=C(C=CC=C2)N=N1.[B-](F)(F)(F)F (TBTU), CCN(C(C)C)C(C)C (DIPEA), COC(=O)C1=C(OCCC2=CC=C(OCC(=O)O)C=C2)C=CC=C1 ((4-{2-[2-(Methoxycarbonyl)phenoxy]ethyl}phenoxy)acetic acid). Solvent: CN(C)C=O (DMF), CCOC(=O)C (EtOAc). Conditions: time 16 hour. The product is C(C)N(C(COC1=CC=C(C=C1)CCOC1=C(C(=O)OC)C=CC=C1)=O)CC1=C(C=CC=C1)F (Methyl 2-[2-(4-{2-[ethyl(2-fluorobenzyl)amino]-2-oxoethoxy}phenyl)ethoxy]-benzoate). Isolated yield 51.5%. RXN SMILES: [CH3:1][O:2][C:3]([C:5]1[CH:24]=[CH:23][CH:22]=[CH:21][C:6]=1[O:7][CH2:8][CH2:9][C:10]1[CH:20]=[CH:19][C:13]([O:14][CH2:15][C:16]([OH:18])=O)=[CH:12][CH:11]=1)=[O:4].[F:25][C:26]1[CH:35]=[CH:34][CH:33]=[CH:32][C:27]=1[CH2:28][NH:29][CH2:30][CH3:31].CN(C(ON1N=NC2C=CC=CC1=2)=[N+](C)C)C.[B-](F)(F)(F)F.CCN(C(C)C)C(C)C>CN(C=O)C.CCOC(C)=O>[CH2:30]([N:29]([CH2:28][C:27]1[CH:32]=[CH:33][CH:34]=[CH:35][C:26]=1[F:25])[C:16](=[O:18])[CH2:15][O:14][C:13]1[CH:12]=[CH:11][C:10]([CH2:9][CH2:8][O:7][C:6]2[CH:21]=[CH:22][CH:23]=[CH:24][C:5]=2[C:3]([O:2][CH3:1])=[O:4])=[CH:20][CH:19]=1)[CH3:31] |f:2.3|. Procedure: (4-{2-[2-(Methoxycarbonyl)phenoxy]ethyl}phenoxy)acetic acid (0.200 mg, 0.605 mmol) was dissolved in DMF and cooled on an ice-bath N-(2-Fluorobenzyl) ethanamine (0.102 g, 0.666 mmol), TBTU (0.214 g, 0.666 mmol) and DIPEA (0.22 ml, 1.271 mmol) was added. The reaction mixture was stirred for 16 h at room temperature. EtOAc was added and the organic phase was washed with two portions of 20 ml NaCO3 (sat). The organic layer was dried with MgSO4 and the solvent was removed by evaporation. The crude wa... Starting materials: [BH4-].[Na+] (Sodium borohydride), [Cl-].[Na+] (sodium chloride), C1(=CC=CC=C1)CC1=CC=C(S1)C=O (5-(phenylmethyl)thiophene-2-carboxaldehyde), [BH4-].[Na+] (sodium borohydride). Solvent: C(C)O (ethanol), ice water. The product is C1(=CC=CC=C1)CC1=CC=C(S1)CO (5-(phenylmethyl)thiophene-2-methanol). Yield: 73.4%. RXN SMILES: [BH4-].[Na+].[C:3]1([CH2:9][C:10]2[S:14][C:13]([CH:15]=[O:16])=[CH:12][CH:11]=2)[CH:8]=[CH:7][CH:6]=[CH:5][CH:4]=1.[Cl-].[Na+]>C(O)C>[C:3]1([CH2:9][C:10]2[S:14][C:13]([CH2:15][OH:16])=[CH:12][CH:11]=2)[CH:4]=[CH:5][CH:6]=[CH:7][CH:8]=1 |f:0.1,3.4|. Reported procedure: Sodium borohydride pellets, 5.6 grams (0.15 mole), were added portionwise during 0.5 hour to a stirred, cooled, solution of 30.0 grams (0.15 mole) of 5-(phenylmethyl)thiophene-2-carboxaldehyde in 400 ml of ethanol. Cooling was continued until the sodium borohydride had completely dissolved. The reaction mixture was then heated at reflux for 0.75 hour, cooled, and concentrated under reduced pressure to give a residual oil. The oil was slurried in ice-water saturated with sodium chloride, and the ... The reactants are CC(=O)C1=C(C=CC=C1Cl)F (2-chloro-6-fluoroacetophenone), CC(=O)C1=C(C=CC=C1Cl)F (2-chloro-6-fluoroacetophenone), resultant mixture, [OH-].[Na+] (NaOH), [BH4-].[Na+] (NaBH4), Cl (HCl). Run in C(C)(C)O (isopropyl alcohol), O (water). Conditions: time 1 hour. Yields the product ClC1=C(C(C)O)C(=CC=C1)F (2-chloro-6-fluoro-alpha-methylbenzyl alcohol). RXN SMILES: [CH3:1][C:2]([C:4]1[C:9]([Cl:10])=[CH:8][CH:7]=[CH:6][C:5]=1[F:11])=[O:3].[BH4-].[Na+].[OH-].[Na+].Cl>C(O)(C)C.O>[Cl:10][C:9]1[CH:8]=[CH:7][CH:6]=[C:5]([F:11])[C:4]=1[CH:2]([OH:3])[CH3:1] |f:1.2,3.4|. Procedure details: 2-chloro-6-fluoroacetophenone of (A) (45.0 g, 0.26 mol) is dissolved in isopropyl alcohol (98 ml) and NaBH4 (4.9 g, 0.13 mol) is added. The resultant mixture is warmed to 55° C. for about 16 hours. A solution of NaOH 10.4 g, 0.26 mol) in water (41. ml) is then added. After 1 hour at 55° C., this reaction mixture is cooled and acidified with diluted HCl. Extraction with chloroform provided pure title product (45.1 g, 99.1%).